This data is from the Open Reaction Database (ORD), a public repository of structured organic reaction records. The task is: describe an organic reaction: reactants, conditions, products, and yield The reactants are CN(CCN)C (N,N-dimethylethylenediamine), solution, CN(CCN)C (N,N-dimethylethylenediamine), CN1N=C2C=3C(=C(C=CC13)OS(=O)(=O)C1=CC=C(C=C1)C)C(C=1C=CN=CC12)=O (2-methyl-5-(p-toluenesulfonyloxy)isoquino[8,7,6-cd]indazole-6(2H)-one). Run in N1=CC=CC=C1 (pyridine), N1=CC=CC=C1 (pyridine). Run at time 1 hour. The product is CN1N=C2C=3C(=C(C=CC13)NCCN(C)C)C(C=1C=CN=CC12)=O (2-methyl-5-[[2-(dimethylamino)ethyl]amino]isoquino[8,7,6-cd]indazole-6(2H)-one). RXN SMILES: [CH3:1][N:2]([CH3:6])[CH2:3][CH2:4][NH2:5].[CH3:7][N:8]1[C:16]2[CH:15]=[CH:14][C:13](OS(C3C=CC(C)=CC=3)(=O)=O)=[C:12]3[C:28](=[O:35])[C:29]4[CH:30]=[CH:31][N:32]=[CH:33][C:34]=4[C:10]([C:11]=23)=[N:9]1>N1C=CC=CC=1>[CH3:7][N:8]1[C:16]2[CH:15]=[CH:14][C:13]([NH:5][CH2:4][CH2:3][N:2]([CH3:6])[CH3:1])=[C:12]3[C:28](=[O:35])[C:29]4[CH:30]=[CH:31][N:32]=[CH:33][C:34]=4[C:10]([C:11]=23)=[N:9]1. Procedure details: A 1M solution of N,N-dimethylethylenediamine in pyridine (0.10 mL) is added to a stirred suspension of 2-methyl-5-(p-toluenesulfonyloxy)isoquino[8,7,6-cd]indazole-6(2H)-one of Example 1 (0.02 g) in dry pyridine (2 mL). After stirring at room temperature for one hour the reaction mixture is heated at 70° C. for 13 hours while additional amounts of N,N-dimethylethylenediamine solution (0.1; 0.05; 0.05 mL) are added after 2, 4 and 11 hours respectively. Pyridine and excess N,N-dimethylethylenediami...